This data is from the Open Reaction Database (ORD), a public repository of structured organic reaction records. The task is: describe an organic reaction: reactants, conditions, products, and yield Reactants: C(C)(C)(C)OC(NC1=C(C=C(C(=C1)OCC(F)(F)F)C(F)(F)F)N)=O ([2-amino-5-(2,2,2-trifluoro-ethoxy)-4-trifluoromethyl-phenyl]-carbamic acid tert-butyl ester), C(C)(C)(C)OC(CC(C1=CC(=CC=C1)C=1C=NC=CC1)=O)=O (3-oxo-3-(3-pyridin-3-yl-phenyl)-propionic acid tert-butyl ester). Product: C(C)(C)(C)OC(NC1=C(C=C(C(=C1)OCC(F)(F)F)C(F)(F)F)NC(CC(C1=CC(=CC=C1)C=1C=NC=CC1)=O)=O)=O ([2-[3-Oxo-3-(3-pyridin-3-yl-phenyl)-propionylamino]-5-(2,2,2-trifluoro-ethoxy)-4-trifluoromethyl-phenyl]-carbamic acid tert-butyl ester), solid. RXN SMILES: [C:1]([O:5][C:6](=[O:25])[NH:7][C:8]1[CH:13]=[C:12]([O:14][CH2:15][C:16]([F:19])([F:18])[F:17])[C:11]([C:20]([F:23])([F:22])[F:21])=[CH:10][C:9]=1[NH2:24])([CH3:4])([CH3:3])[CH3:2].C([O:30][C:31](=O)[CH2:32][C:33](=[O:46])[C:34]1[CH:39]=[CH:38][CH:37]=[C:36]([C:40]2[CH:41]=[N:42][CH:43]=[CH:44][CH:45]=2)[CH:35]=1)(C)(C)C>>[C:1]([O:5][C:6](=[O:25])[NH:7][C:8]1[CH:13]=[C:12]([O:14][CH2:15][C:16]([F:18])([F:17])[F:19])[C:11]([C:20]([F:22])([F:23])[F:21])=[CH:10][C:9]=1[NH:24][C:31](=[O:30])[CH2:32][C:33](=[O:46])[C:34]1[CH:39]=[CH:38][CH:37]=[C:36]([C:40]2[CH:41]=[N:42][CH:43]=[CH:44][CH:45]=2)[CH:35]=1)([CH3:4])([CH3:2])[CH3:3]. Reported procedure: The title compound was prepared from [2-amino-5-(2,2,2-trifluoro-ethoxy)-4-trifluoromethyl-phenyl]-carbamic acid tert-butyl ester (Example J6) and 3-oxo-3-(3-pyridin-3-yl-phenyl)-propionic acid tert-butyl ester (Example K1) according to the general procedure M. Obtained as a light yellow solid (331 mg). RXN SMILES: Br[C:2]1[N:6]2[CH:7]=[CH:8][C:9]([CH:11]([F:13])[F:12])=[N:10][C:5]2=[N:4][CH:3]=1.[F:14][C:15]1[CH:20]=[CH:19][C:18](B2OC(C)(C)C(C)(C)O2)=[CH:17][C:16]=1[C:30]1[C:31]([C:36]#[N:37])=[CH:32][CH:33]=[CH:34][CH:35]=1>>[F:12][CH:11]([F:13])[C:9]1[CH:8]=[CH:7][N:6]2[C:2]([C:18]3[CH:19]=[CH:20][C:15]([F:14])=[C:16]([C:30]4[C:31]([C:36]#[N:37])=[CH:32][CH:33]=[CH:34][CH:35]=4)[CH:17]=3)=[CH:3][N:4]=[C:5]2[N:10]=1. Procedure details: 3-Bromo-7-difluoromethylimidazo[1,2-α]pyrimidine (248 mg, 1.00 mmol) was coupled with 2′-fluoro-5′-(4,4,5,5-tetramethyl-[1,3,2]dioxaborolan-2-yl)biphenyl-2-carbonitrile as described in Example 1 to give 5′-(7-difluoromethylimidazo[1,2-α]pyrimidin-3-yl)-2′-fluorobiphenyl-2-carbonitrile (180 mg, 49%) as a yellow powder: δH (400 MHz, CDCl3) 6.66 (1H, t, J 55), 7.29 (1H, d, J 7), 7.44 (1H, t, J 9), 7.54-7.74 (5H, m), 7.87 (1H, dd, J 8 and 1), 8.02 (1H, s), 9.00 (1H, d, J 7); m/z (ES+) 365 (M++H). Yields the product FC(C1=NC=2N(C=C1)C(=CN2)C=2C=CC(=C(C2)C=2C(=CC=CC2)C#N)F)F (5′-(7-difluoromethylimidazo[1,2-α]pyrimidin-3-yl)-2′-fluorobiphenyl-2-carbonitrile). The yield is 49.0%. Starting materials: BrC1=CN=C2N1C=CC(=N2)C(F)F (3-Bromo-7-difluoromethylimidazo[1,2-α]pyrimidine), FC1=C(C=C(C=C1)B1OC(C(O1)(C)C)(C)C)C=1C(=CC=CC1)C#N (2′-fluoro-5′-(4,4,5,5-tetramethyl-[1,3,2]dioxaborolan-2-yl)biphenyl-2-carbonitrile).